Dataset: the Open Reaction Database (ORD), a public repository of structured organic reaction records. Task: describe an organic reaction: reactants, conditions, products, and yield Starting materials: CC(C)(C)C=1C=C(C=C(C1OCOCCOC)C(C)(C)C)C1=NOC(N1)=O (3-[3,5-bis(1,1-dimethylethyl)-4-[(2-methoxyethoxy)methoxy]phenyl]-1,2,4-oxadiazol-5(4H)-one). The reagents and catalysts are [Br-].[Zn+2].[Br-] (zinc bromide). The solvent is ClCCl (dichloromethane). Reaction conditions: time 3 hour. The product is CC(C)(C)C=1C=C(C=C(C1O)C(C)(C)C)C1=NOC(N1)=O (3,5-Bis(1,1-dimethylethyl)-4-hydroxyphenyl-1,2,4-oxadiazol-5(4H)-one). As a reaction SMILES: [CH3:1][C:2]([C:5]1[CH:6]=[C:7]([C:22]2[NH:26][C:25](=[O:27])[O:24][N:23]=2)[CH:8]=[C:9]([C:18]([CH3:21])([CH3:20])[CH3:19])[C:10]=1[O:11]COCCOC)([CH3:4])[CH3:3]>ClCCl.[Br-].[Zn+2].[Br-]>[CH3:21][C:18]([C:9]1[CH:8]=[C:7]([C:22]2[NH:26][C:25](=[O:27])[O:24][N:23]=2)[CH:6]=[C:5]([C:2]([CH3:1])([CH3:3])[CH3:4])[C:10]=1[OH:11])([CH3:19])[CH3:20] |f:2.3.4|. Reported procedure: A mixture of 1.9 g (0.005 mole) of 3-[3,5-bis(1,1-dimethylethyl)-4-[(2-methoxyethoxy)methoxy]phenyl]-1,2,4-oxadiazol-5(4H)-one and 5.7 g (0.025 mole) of zinc bromide in dichloromethane (10 ml) is stirred vigorously at room temperature for three hours. The dichloromethane is then carefully decanted and the white solid is washed with additional dichloromethane (2×50 ml). The combined organic layers are washed with 10% sodium bicarbonate (2×50 ml), saturated sodium chloride (2×50 ml) and dried (anh... Starting materials: C(C)C1=C(N=C(O1)C=CC1=CC=CC=C1)C(=O)O (5-ethyl-2-styryl-4-oxazolecarboxylic acid), S(=O)(Cl)Cl (thionyl chloride). The product is C(C)C1=C(N=C(O1)C=CC1=CC=CC=C1)CO (5-ethyl-4-hydroxymethyl-2-styryloxazole). RXN SMILES: [CH2:1]([C:3]1[O:7][C:6]([CH:8]=[CH:9][C:10]2[CH:15]=[CH:14][CH:13]=[CH:12][CH:11]=2)=[N:5][C:4]=1[C:16](O)=[O:17])[CH3:2].S(Cl)(Cl)=O>>[CH2:1]([C:3]1[O:7][C:6]([CH:8]=[CH:9][C:10]2[CH:15]=[CH:14][CH:13]=[CH:12][CH:11]=2)=[N:5][C:4]=1[CH2:16][OH:17])[CH3:2]. Procedure: A mixture of 5-ethyl-2-styryl-4-oxazolecarboxylic acid (5.57 g) and thionyl chloride (17 ml) was refluxed with stirring for an hour and the thionyl chloride was completely distilled off. The residue was dissolved in dimethoxyethane (20 ml) and the solution was added dropwise to a mixture of sodium borohydride (1.74 g) and dimethoxyethane (50 ml) under cooling with ice-sodium chloride and stirring. The whole mixture was stirred for 15 minutes, adjusted to pH 2 with 2N hydrochloric acid and reflux... Procedure details: Methyl N-dimethylaminoethyl-N-methyloxamate hydrochloride (500 mg) was dissolved in water (20 ml) and the resulting solution was cooled on an ice bath under stirring. To this cooled solution was added dropwise a solution of sodium hydroxide (356 mg) in water (10 ml). After the completion of the addition, the ice bath was removed and the reaction solution was stirred at room temperature for further 1 hour and then adjusted the pH thereof to 4 with the addition of 1N aqueous HCl. The solvent was d... Run in O (water), O (water). The yield is 84.3%. Starting materials: Cl.CN(C)CCN(C(C(=O)OC)=O)C (Methyl N-dimethylaminoethyl-N-methyloxamate hydrochloride), [OH-].[Na+] (sodium hydroxide). Yields the product Cl.CN(C)CCN(C(C(=O)O)=O)C (N-dimethylaminoethyl-N-methyloxamic acid hydrochloride). Reaction SMILES: [ClH:1].[CH3:2][N:3]([CH2:5][CH2:6][N:7]([CH3:14])[C:8](=[O:13])[C:9]([O:11]C)=[O:10])[CH3:4].[OH-].[Na+]>O>[ClH:1].[CH3:4][N:3]([CH2:5][CH2:6][N:7]([CH3:14])[C:8](=[O:13])[C:9]([OH:11])=[O:10])[CH3:2] |f:0.1,2.3,5.6|. Reactants: S1C=C(C2=C1C=CC=C2)C=2C=C(COC1=CC=C(C=C1)CCC(=O)OC)C=CC2 (Methyl 3-(4-{[3-(1-benzothiophen-3-yl)benzyl]oxy}phenyl)propanoate), [OH-].[K+] (potassium hydroxide). The solvent is C(C)(=O)OCC (ethyl acetate), O1CCCC1 (tetrahydrofuran), C(C)O (ethanol). Reaction conditions: time 18 hour. Product: S1C=C(C2=C1C=CC=C2)C=2C=C(COC1=CC=C(C=C1)CCC(=O)O)C=CC2 (3-(4-{[3-(1-benzothiophen-3-yl)benzyl]oxy}phenyl)propanoic acid). The yield is 90.5%. As a reaction SMILES: [S:1]1[C:5]2[CH:6]=[CH:7][CH:8]=[CH:9][C:4]=2[C:3]([C:10]2[CH:11]=[C:12]([CH:27]=[CH:28][CH:29]=2)[CH2:13][O:14][C:15]2[CH:20]=[CH:19][C:18]([CH2:21][CH2:22][C:23]([O:25]C)=[O:24])=[CH:17][CH:16]=2)=[CH:2]1.[OH-].[K+]>O1CCCC1.C(O)C.C(OCC)(=O)C>[S:1]1[C:5]2[CH:6]=[CH:7][CH:8]=[CH:9][C:4]=2[C:3]([C:10]2[CH:11]=[C:12]([CH:27]=[CH:28][CH:29]=2)[CH2:13][O:14][C:15]2[CH:20]=[CH:19][C:18]([CH2:21][CH2:22][C:23]([OH:25])=[O:24])=[CH:17][CH:16]=2)=[CH:2]1 |f:1.2|. Procedure details: Methyl 3-(4-{[3-(1-benzothiophen-3-yl)benzyl]oxy}phenyl)propanoate (0.80 g, 1.99 mmol) was dissolved in a mixed solvent of tetrahydrofuran (10 mL) and ethanol (10 mL). An aqueous solution (5 mL) of 85% potassium hydroxide (0.28 g, 4.24 mmol) was added to the solution, and the mixture was stirred at room temperature for 18 hr. The reaction solution was diluted with ethyl acetate, and the mixture washed successively with aqueous citric acid solution, water and aqueous sodium chloride solution, dri... Starting materials: C1CCNCC1, CCC(=O)CC=O, CC(=O)O, Cc1ccccc1, N#Cc1cc(C=O)cc(O)c1O. Yields the product CCC(=O)C(C=O)=Cc1cc(O)c(O)c(C#N)c1. RXN SMILES: [CH2:20]1[CH2:21][CH2:22][NH:23][CH2:24][CH2:25]1.[CH3:13][CH2:14][C:15]([CH2:16][CH:17]=[O:18])=[O:19].[CH3:26][C:27](=[O:28])[OH:29].[CH3:30][c:31]1[cH:32][cH:33][cH:34][cH:35][cH:36]1.[OH:1][c:2]1[cH:3][c:4]([CH:5]=[O:6])[cH:7][c:8]([C:11]#[N:12])[c:9]1[OH:10]>>[OH:1][c:2]1[cH:3][c:4]([CH:5]=[C:16]([C:15]([CH2:14][CH3:13])=[O:19])[CH:17]=[O:18])[cH:7][c:8]([C:11]#[N:12])[c:9]1[OH:10]. The yield is 64.7%. Yields the product CC1(OC=2C(C1)C(C(=C(C2C)C)[N+](=O)[O-])C)C=O (2,4,6,7-tetramethyl-5-nitrodihydrobenzofuran-2-aldehyde). Solvent: C(Cl)Cl (methylene chloride), C(C)N(CC)CC (triethylamine), C(Cl)Cl (methylene chloride), C(Cl)Cl (methylene chloride). The reactants are CS(=O)C (DMSO), OCC1(OC=2C(C1)C(C(=C(C2C)C)[N+](=O)[O-])C)C (2-hydroxymethyl-2,4,6,7-tetramethyl-5-nitrodihydrobenzofuran), Cl (hydrochloric acid), C(C(=O)Cl)(=O)Cl (oxalic acid dichloride). Conditions: temperature -78 celsius, time 10 minute. As a reaction SMILES: C(Cl)(=O)C(Cl)=O.CS(C)=O.[OH:11][CH2:12][C:13]1([CH3:28])[CH2:17][CH:16]2[CH:18]([CH3:27])[C:19]([N+:24]([O-:26])=[O:25])=[C:20]([CH3:23])[C:21]([CH3:22])=[C:15]2[O:14]1.Cl>C(Cl)Cl.C(N(CC)CC)C>[CH3:28][C:13]1([CH:12]=[O:11])[CH2:17][CH:16]2[CH:18]([CH3:27])[C:19]([N+:24]([O-:26])=[O:25])=[C:20]([CH3:23])[C:21]([CH3:22])=[C:15]2[O:14]1. Procedure: Under an argon atmosphere, 0.57 ml of oxalic acid dichloride was dissolved in 12 ml of methylene chloride, followed by cooling to −78° C. To this solution, a solution prepared by dissolving 1.1 ml of DMSO in 2 ml of methylene chloride was added dropwise at −65 C or lower, followed by stirring for 10 minutes. Furthermore, a solution prepared by dissolving 1.34 g of 2-hydroxymethyl-2,4,6,7-tetramethyl-5-nitrodihydrobenzofuran in 4 ml of methylene chloride was added dropwise, followed by stirring a...